Dataset: the Open Reaction Database (ORD), a public repository of structured organic reaction records. Task: describe an organic reaction: reactants, conditions, products, and yield Reactants: CS(=O)(=O)Cl (Methanesulfonyl chloride), C(C)(C)N(CC)C(C)C (diisopropylethylamine), O1COC2=C1C=CC(=C2)C2=C(NC(=N2)C2CCN(CC2)S(=O)(=O)CC2=CC=CC=C2)C2=NC=CC=C2 (2-[5-Benzo[1,3]dioxol-5-yl-2-(1-phenylmethanesulfonyl-piperidin-4-yl)-3H-imidazol-4-yl]-pyridine). Run in C1CCOC1 (THF). Conditions: time 3 hour. Yields the product O1COC2=C1C=CC(=C2)C2=C(NC(=N2)C2CCN(CC2)S(=O)(=O)C)C2=NC=CC=C2 (2-[5-Benzo[1,3]dioxol-5-yl-2-(1-methanesulfonyl-piperidin-4-yl)-3H-imidazol-4-yl]-pyridine). Yield: 28.1%. As a reaction SMILES: CS(Cl)(=O)=O.C(N(C(C)C)CC)(C)C.[O:15]1[C:19]2[CH:20]=[CH:21][C:22]([C:24]3[N:28]=[C:27]([CH:29]4[CH2:34][CH2:33][N:32]([S:35]([CH2:38]C5C=CC=CC=5)(=[O:37])=[O:36])[CH2:31][CH2:30]4)[NH:26][C:25]=3[C:45]3[CH:50]=[CH:49][CH:48]=[CH:47][N:46]=3)=[CH:23][C:18]=2[O:17][CH2:16]1>C1COCC1>[O:15]1[C:19]2[CH:20]=[CH:21][C:22]([C:24]3[N:28]=[C:27]([CH:29]4[CH2:34][CH2:33][N:32]([S:35]([CH3:38])(=[O:37])=[O:36])[CH2:31][CH2:30]4)[NH:26][C:25]=3[C:45]3[CH:50]=[CH:49][CH:48]=[CH:47][N:46]=3)=[CH:23][C:18]=2[O:17][CH2:16]1. Procedure: Methanesulfonyl chloride (0.009 mL, 0.12 mmol) and diisopropylethylamine (0.026 mL, 0.15 mmol) were added to a solution of 2-(5-benzo[1,3]dioxol-5-yl-2-piperidin-4-yl-3H-imidazol-4-yl)-pyridine (0.035 g, 0.10 mmol; prepared as described in Example 11) in anhydrous THF (3 mL). The reaction mixture was stirred at room temperature for 3 hours. Solvent was removed under reduced pressure, and the residue was dissolved in 1 mL DMSO. The DMSO solution was filtered and injected onto preparative HPLC. HP...